From a dataset of the Open Reaction Database (ORD), a public repository of structured organic reaction records. describe an organic reaction: reactants, conditions, products, and yield Reactants: Cc1nc(C(C)(C)N)no1, O=C(O)c1cccc(-c2ccc(Cl)cc2)n1. Product: Cc1nc(C(C)(C)NC(=O)c2cccc(-c3ccc(Cl)cc3)n2)no1. RXN SMILES: [CH3:17][C:18]([NH2:19])([c:20]1[n:21][o:22][c:23]([CH3:25])[n:24]1)[CH3:26].[Cl:1][c:2]1[cH:3][cH:4][c:5](-[c:8]2[cH:9][cH:10][cH:11][c:12]([C:14](=[O:15])[OH:16])[n:13]2)[cH:6][cH:7]1>>[Cl:1][c:2]1[cH:3][cH:4][c:5](-[c:8]2[cH:9][cH:10][cH:11][c:12]([C:14](=[O:16])[NH:19][C:18]([CH3:17])([c:20]3[n:21][o:22][c:23]([CH3:25])[n:24]3)[CH3:26])[n:13]2)[cH:6][cH:7]1. Reactants: FC1=C(OC=2C=C(C(=O)Cl)C=CC2[N+](=O)[O-])C=CC(=C1)F (3-(2,4-difluorophenoxy)-4-nitrobenzoyl chloride), [Cl-].[Al+3].[Cl-].[Cl-] (aluminum chloride). Solvent: C1=CC=CC=C1 (benzene), C1=CC=CC=C1 (benzene). Conditions: time 8 hour. The product is FC1=C(OC=2C=C(C(=O)C3=CC=CC=C3)C=CC2[N+](=O)[O-])C=CC(=C1)F (3-(2,4-difluorophenoxy)-4-nitrobenzophenone). Isolated yield 184.6%. RXN SMILES: [F:1][C:2]1[CH:20]=[C:19]([F:21])[CH:18]=[CH:17][C:3]=1[O:4][C:5]1[CH:6]=[C:7]([CH:11]=[CH:12][C:13]=1[N+:14]([O-:16])=[O:15])[C:8](Cl)=[O:9].[Cl-].[Al+3].[Cl-].[Cl-]>C1C=CC=CC=1>[F:1][C:2]1[CH:20]=[C:19]([F:21])[CH:18]=[CH:17][C:3]=1[O:4][C:5]1[CH:6]=[C:7]([CH:11]=[CH:12][C:13]=1[N+:14]([O-:16])=[O:15])[C:8]([C:2]1[CH:20]=[CH:19][CH:18]=[CH:17][CH:3]=1)=[O:9] |f:1.2.3.4|. Reported procedure: A mixture of 3-(2,4-difluorophenoxy)-4-nitrobenzoic acid (2.1 g) and phosphorus pentachloride (1.6 g) in benzene (20 ml) was stirred for 2 hours at room temperature. The mixture was concentrated under reduced pressure to give crystals of 3-(2,4-difluorophenoxy)-4-nitrobenzoyl chloride (2.2 g). A solution of 3-(2,4-difluorophenoxy)-4-nitrobenzoyl chloride (2.2 g) in benzene (20 ml) was added to a mixture of aluminum chloride (2.4 g) in benzene (20 ml). The mixture was stirred overnight at ambient... Starting materials: N[C@H]1[C@H]([C@@H](O[C@@H]1C(=O)O)N1C2=NC=NC(=C2N=C1)NC(C1=CC=CC=C1)=O)O (3-amino-1-(6-benzoylamino-9H-purin-9-yl)-1,3-dideoxy-β-D-ribofuranuronic acid), N-hydroxysuccinimide ester, C(C1=CC=CC=C1)OC(=O)N[C@@H](CCCCNC(=O)OCC1=CC=CC=C1)C(=O)O (Nα,Nε -dibenzyloxycarbonyl-L-lysine). The product is C(C1=CC=CC=C1)(=O)NC1=C2N=CN(C2=NC=N1)[C@H]1[C@H](O)[C@@H]([C@H](O1)C(=O)O)NC([C@@H](NC(=O)OCC1=CC=CC=C1)CCCCNC(=O)OCC1=CC=CC=C1)=O (1-(6-Benzoylamino-9H-purin-9-yl)-3-(Nα,Nε -dibenzyloxycarbonyl-L-lysylamino)-1,3-dideoxy-β-D-ribofuranuronic acid). The yield is 53.8%. RXN SMILES: [NH2:1][C@@H:2]1[C@@H:6]([C:7]([OH:9])=[O:8])[O:5][C@@H:4]([N:10]2[CH:18]=[N:17][C:16]3[C:11]2=[N:12][CH:13]=[N:14][C:15]=3[NH:19][C:20](=[O:27])[C:21]2[CH:26]=[CH:25][CH:24]=[CH:23][CH:22]=2)[C@@H:3]1[OH:28].[CH2:29]([O:36][C:37]([NH:39][C@H:40]([C:56](O)=[O:57])[CH2:41][CH2:42][CH2:43][CH2:44][NH:45][C:46]([O:48][CH2:49][C:50]1[CH:55]=[CH:54][CH:53]=[CH:52][CH:51]=1)=[O:47])=[O:38])[C:30]1[CH:35]=[CH:34][CH:33]=[CH:32][CH:31]=1>>[C:20]([NH:19][C:15]1[N:14]=[CH:13][N:12]=[C:11]2[C:16]=1[N:17]=[CH:18][N:10]2[C@@H:4]1[O:5][C@H:6]([C:7]([OH:9])=[O:8])[C@@H:2]([NH:1][C:56](=[O:57])[C@H:40]([CH2:41][CH2:42][CH2:43][CH2:44][NH:45][C:46]([O:48][CH2:49][C:50]2[CH:55]=[CH:54][CH:53]=[CH:52][CH:51]=2)=[O:47])[NH:39][C:37]([O:36][CH2:29][C:30]2[CH:35]=[CH:34][CH:33]=[CH:32][CH:31]=2)=[O:38])[C@H:3]1[OH:28])(=[O:27])[C:21]1[CH:26]=[CH:25][CH:24]=[CH:23][CH:22]=1. Procedure details: 1-(6-Benzoylamino-9H-purin-9-yl)-3-(Nα,Nε -dibenzyloxycarbonyl-L-lysylamino)-1,3-dideoxy-β-D-ribofuranuronic acid (420 mg) was prepared by reacting 1-(6-benzoylamino-9H-purin-9-yl)-1,3-dideoxy-3-amino-β-D-ribofuranuronic acid (384 mg) prepared in Example 1 with N-hydroxysuccinimide ester of Nα,Nε -dibenzyloxycarbonyl-L-lysine (608 mg) according to a similar manner to that of Example 5, mp. 150°-157° C. (dec.). Reactants: FC=1C=CC(=C(OCC(=O)OCC)C1)[N+](=O)[O-] (ethyl 2-(5-fluoro-2-nitrophenoxy)acetate), O (water). The reagents and catalysts are [Fe] (iron). The solvent is C(C)(=O)O (acetic acid), C(C)(=O)O (acetic acid). Reaction conditions: temperature 60 celsius. The product is FC1=CC2=C(NC(CO2)=O)C=C1 (7-fluoro-2H-1,4-benzoxazin-3(4H)-one). The yield is 74.8%. Reaction SMILES: [F:1][C:2]1[CH:3]=[CH:4][C:5]([N+:15]([O-])=O)=[C:6]([CH:14]=1)[O:7][CH2:8][C:9](OCC)=[O:10].O>C(O)(=O)C.[Fe]>[F:1][C:2]1[CH:3]=[CH:4][C:5]2[NH:15][C:9](=[O:10])[CH2:8][O:7][C:6]=2[CH:14]=1. Procedure: A solution of the 49.0 grams (0.20 mole) of ethyl 2-(5-fluoro-2-nitrophenoxy)acetate in 100 ml of glacial acetic acid was added to a warm (60° C.), stirred mixture of iron powder (50.0 grams, 0.90 mole) in 300 ml of glacial acetic acid. The reaction temperature was allowed to reach 100° C., and the mixture was stirred for approximately three hours. This mixture was poured into water, forming a precipitate. The precipitate was collected by filtration and was recrystallized from ethanol to yield 2...